Dataset: the Open Reaction Database (ORD), a public repository of structured organic reaction records. Task: describe an organic reaction: reactants, conditions, products, and yield The reactants are C, CS(=O)(=O)NCC(CO)N(Cc1ccccc1)C(=O)[O-], CCO, [Pd]. The product is CS(=O)(=O)NCC(N)CO. As a reaction SMILES: [C:21].[CH2:1]([c:5]1[cH:6][cH:7][cH:9][cH:10][cH:11]1)[N:8]([C:2](=[O:3])[O-:4])[CH:12]([CH2:13][OH:14])[CH2:15][NH:16][S:17](=[O:18])(=[O:19])[CH3:20].[CH3:23][CH2:24][OH:25].[Pd:22]>>[NH2:8][CH:12]([CH2:13][OH:14])[CH2:15][NH:16][S:17](=[O:18])(=[O:19])[CH3:20]. Starting materials: N[C@@H](C)C(=O)[C@H]1[C@@](O[C@@H]([C@H]([C@@H]1O)O)CO)(N(C(CCCCCCC\C=C/CCCCCCCC)=O)CCCCCCCCCCCCCCCCCC)N (N-(2-L-alanyl-amino-2-deoxy-β-D-glucopyranosyl)-N-octadecyl-oleamide), C(C)(C)(C)OC(=O)NCC(=O)NCC(=O)O (N-tert-butyloxycarbonyl-glycyl-glycine). Solvent: ClCCl (dichloromethane). Yields the product C(C)(C)(C)OC(=O)NCC(=O)NCC(=O)N[C@@H](C)C(=O)[C@H]1[C@@](O[C@@H]([C@H]([C@@H]1O)O)CO)(N(C(CCCCCCC\C=C/CCCCCCCC)=O)CCCCCCCCCCCCCCCCCC)N (N-[2-(N-tert-Butyloxycarbonyl-glycyl-glycyl-L-alanyl)-amino-2-deoxy-β-D-glucopyranosyl]-N-octadecyl-oleamide). Yield: 76.0%. RXN SMILES: [NH2:1][C@H:2]([C:4]([C@@H:6]1[C@@H:11]([OH:12])[C@H:10]([OH:13])[C@@H:9]([CH2:14][OH:15])[O:8][C@@:7]1([NH2:54])[N:16]([CH2:36][CH2:37][CH2:38][CH2:39][CH2:40][CH2:41][CH2:42][CH2:43][CH2:44][CH2:45][CH2:46][CH2:47][CH2:48][CH2:49][CH2:50][CH2:51][CH2:52][CH3:53])[C:17](=[O:35])[CH2:18][CH2:19][CH2:20][CH2:21][CH2:22][CH2:23][CH2:24]/[CH:25]=[CH:26]\[CH2:27][CH2:28][CH2:29][CH2:30][CH2:31][CH2:32][CH2:33][CH3:34])=[O:5])[CH3:3].[C:55]([O:59][C:60]([NH:62][CH2:63][C:64]([NH:66][CH2:67][C:68](O)=[O:69])=[O:65])=[O:61])([CH3:58])([CH3:57])[CH3:56]>ClCCl>[C:55]([O:59][C:60]([NH:62][CH2:63][C:64]([NH:66][CH2:67][C:68]([NH:1][C@H:2]([C:4]([C@@H:6]1[C@@H:11]([OH:12])[C@H:10]([OH:13])[C@@H:9]([CH2:14][OH:15])[O:8][C@@:7]1([NH2:54])[N:16]([CH2:36][CH2:37][CH2:38][CH2:39][CH2:40][CH2:41][CH2:42][CH2:43][CH2:44][CH2:45][CH2:46][CH2:47][CH2:48][CH2:49][CH2:50][CH2:51][CH2:52][CH3:53])[C:17](=[O:35])[CH2:18][CH2:19][CH2:20][CH2:21][CH2:22][CH2:23][CH2:24]/[CH:25]=[CH:26]\[CH2:27][CH2:28][CH2:29][CH2:30][CH2:31][CH2:32][CH2:33][CH3:34])=[O:5])[CH3:3])=[O:69])=[O:65])=[O:61])([CH3:58])([CH3:57])[CH3:56]. Reported procedure: from N-(2-L-alanyl-amino-2-deoxy-β-D-glucopyranosyl)-N-octadecyl-oleamide and N-tert-butyloxycarbonyl-glycyl-glycine. Yield 76%. [α]D =+14.9° (c=1.05, dichloromethane).